The task is: describe an organic reaction: reactants, conditions, products, and yield. This data is from the Open Reaction Database (ORD), a public repository of structured organic reaction records. Starting materials: COC(/C=C(\C)/[O-])=O.[Na+] (Sodium (2E)-4-methoxy-4-oxo-2-buten-2-olate), [I-].[K+] (potassium iodide), BrC=CCCC (1-bromopentene). The product is C(C)(=O)C(C(=O)OC)CCCC=C (methyl 2-acetyl-6-heptenoate). Reaction SMILES: [CH3:1][O:2][C:3](=[O:8])/[CH:4]=[C:5](/[O-:7])\[CH3:6].[Na+].[I-].[K+].Br[CH:13]=[CH:14][CH2:15][CH2:16][CH3:17]>>[C:5]([CH:4]([CH2:17][CH2:16][CH2:15][CH:14]=[CH2:13])[C:3]([O:2][CH3:1])=[O:8])(=[O:7])[CH3:6] |f:0.1,2.3|. Reported procedure: Analogously to Example 14A, 10 g (72.4 mmol) of sodium (2E)-4-methoxy-4-oxo-2-buten-2-olate (Example 13A) and 0.4 g (2.41 mmol) of potassium iodide are reacted with 10.8 g (72.4 mmol) of 1-bromopentene to give methyl 2-acetyl-6-heptenoate. Starting materials: [Br-], CCCCC[Mg+], C1CCOC1, CCCCCC(=O)CCN1CCC(CCCc2ccccc2)CC1. The product is CCCCCC(O)(CCCCC)CCN1CCC(CCCc2ccccc2)CC1. Reaction SMILES: [Br-:1].[CH2:2]([CH2:3][CH2:4][CH2:5][CH3:6])[Mg+:7].[CH2:32]1[O:33][CH2:34][CH2:35][CH2:36]1.[c:8]1([CH2:14][CH2:15][CH2:16][CH:17]2[CH2:18][CH2:19][N:20]([CH2:23][CH2:24][C:25]([CH2:26][CH2:27][CH2:28][CH2:29][CH3:30])=[O:31])[CH2:21][CH2:22]2)[cH:9][cH:10][cH:11][cH:12][cH:13]1>>[CH2:2]([CH2:3][CH2:4][CH2:5][CH3:6])[C:25]([CH2:24][CH2:23][N:20]1[CH2:19][CH2:18][CH:17]([CH2:16][CH2:15][CH2:14][c:8]2[cH:9][cH:10][cH:11][cH:12][cH:13]2)[CH2:22][CH2:21]1)([CH2:26][CH2:27][CH2:28][CH2:29][CH3:30])[OH:31].